This data is from the Open Reaction Database (ORD), a public repository of structured organic reaction records. The task is: describe an organic reaction: reactants, conditions, products, and yield Reactants: CC(C(COC1=C(C=C(C=C1)C(CC)(CC)C1=CC(=C(S1)S(=O)(=O)N)C)C)=O)(C)C (5-{1-[4-(3,3-dimethyl-2-oxo-butoxy)-3-methyl-phenyl]-1-ethyl-propyl}-3-methyl-thiophene-2-sulfonic acid amide), CCN=C=NCCCN(C)C (EDCI), C(CC)(=O)O (propionic acid). Reagents/catalysts: CN(C)C=1C=CN=CC1 (DMAP). Run in ClCCl (dichloromethane), ClCCl (dichloromethane). Reaction conditions: time 8 hour. The product is C(CC)(=O)NS(=O)(=O)C=1SC(=CC1C)C(CC)(CC)C1=CC(=C(C=C1)OCC(C(C)(C)C)=O)C (5-{1-[4-(3,3-dimethyl-2-oxo-butoxy)-3-methyl-phenyl]-1-ethyl-propyl}-3-methyl-thiophene-2-sulfonic acid propionyl-amide). The yield is 92.0%. As a reaction SMILES: [CH3:1][C:2]([CH3:30])([CH3:29])[C:3](=[O:28])[CH2:4][O:5][C:6]1[CH:11]=[CH:10][C:9]([C:12]([C:17]2[S:21][C:20]([S:22]([NH2:25])(=[O:24])=[O:23])=[C:19]([CH3:26])[CH:18]=2)([CH2:15][CH3:16])[CH2:13][CH3:14])=[CH:8][C:7]=1[CH3:27].CCN=C=NCCCN(C)C.[C:42](O)(=[O:45])[CH2:43][CH3:44]>CN(C1C=CN=CC=1)C.ClCCl>[C:42]([NH:25][S:22]([C:20]1[S:21][C:17]([C:12]([C:9]2[CH:10]=[CH:11][C:6]([O:5][CH2:4][C:3](=[O:28])[C:2]([CH3:1])([CH3:29])[CH3:30])=[C:7]([CH3:27])[CH:8]=2)([CH2:13][CH3:14])[CH2:15][CH3:16])=[CH:18][C:19]=1[CH3:26])(=[O:24])=[O:23])(=[O:45])[CH2:43][CH3:44]. Reported procedure: A mixture of 5-{1-[4-(3,3-dimethyl-2-oxo-butoxy)-3-methyl-phenyl]-1-ethyl-propyl}-3-methyl-thiophene-2-sulfonic acid amide (330 mg, 0.73 mmol), EDCI (210 mg, 1.1 mmol), propionic acid (82 μL, 1.1 mmol) and DMAP (50 mg) in dichloromethane (10 ml) is stirrred overnight. The reaction is diluted with dichloromethane and washed with 1N HCl. The organic phase is concentrated and chromatographed (Hex to 30% EtOAc/Hex) to give the title compound (92%). Starting materials: [N+](=O)([O-])C=1C=CC=C2C(C=C(NC12)C1=CC=NC=C1)=O (8-Nitro-2-(4-pyridinyl)-4(1H)-quinolinone). The reagents and catalysts are [Pd] (Pd/C). Solvent: C(C)O (ethanol). Product: NC=1C=CC=C2C(C=C(NC12)C1=CC=NC=C1)=O (8-Amino-2-(4-pyridinyl)-4(1H)-quinolinone). As a reaction SMILES: [N+:1]([C:4]1[CH:5]=[CH:6][CH:7]=[C:8]2[C:13]=1[NH:12][C:11]([C:14]1[CH:19]=[CH:18][N:17]=[CH:16][CH:15]=1)=[CH:10][C:9]2=[O:20])([O-])=O>C(O)C.[Pd]>[NH2:1][C:4]1[CH:5]=[CH:6][CH:7]=[C:8]2[C:13]=1[NH:12][C:11]([C:14]1[CH:19]=[CH:18][N:17]=[CH:16][CH:15]=1)=[CH:10][C:9]2=[O:20]. Reported procedure: 8-Nitro-2-(4-pyridinyl)-4(1H)-quinolinone (KN-352) was hydrogenated using Pd/C in ethanol to afford the title compound: MS-ES m/e 238 (M+H). Product: C(C)(=O)C1=C(NC2=C(C=CC(=C12)Cl)C)C(=O)OC (methyl 3-acetyl-4-chloro-7-methylindole-2-carboxylate). Yield: 23.6%. As a reaction SMILES: [C:1](O)(=[O:3])[CH3:2].FC(F)(F)C(OC(=O)C(F)(F)F)=O.[Cl:18][C:19]1[CH:27]=[CH:26][C:25]([CH3:28])=[C:24]2[C:20]=1[CH:21]=[C:22]([C:29]([O:31][CH3:32])=[O:30])[NH:23]2>C(#N)C>[C:1]([C:21]1[C:20]2[C:24](=[C:25]([CH3:28])[CH:26]=[CH:27][C:19]=2[Cl:18])[NH:23][C:22]=1[C:29]([O:31][CH3:32])=[O:30])(=[O:3])[CH3:2]. Procedure details: To 10 ml of anhydrous acetonitrile were added 0.74 ml (12.9 mmol) of acetic acid and 0.4 g of polyphosphoric acid. After the air in the reaction system was replaced with nitrogen, 1.86 ml (12.9 mmol) of trifluoroacetic anhydride was added and the reaction mixture was stirred at room temperature for 10 minutes. 10 ml of a solution of 1.0 g (4.3 mmol) of methyl 4-chloro-7-methylindole-2-carboxylate in acetonitrile was added dropwise over a period of 15 minutes and the reaction mixture was stirred ... Reactants: ice water, C(C)(=O)O (acetic acid), polyphosphoric acid, FC(C(=O)OC(C(F)(F)F)=O)(F)F (trifluoroacetic anhydride), solution, ClC1=C2C=C(NC2=C(C=C1)C)C(=O)OC (methyl 4-chloro-7-methylindole-2-carboxylate). Conditions: time 10 minute. Run in C(C)#N (acetonitrile), C(C)#N (acetonitrile). Starting materials: O=C(Nc1c(Cl)cccc1Cl)C(F)(F)F, ClCCl, CC(C)(C)OC(=O)N=NC(=O)OC(C)(C)C, COC(=O)c1ccc2cc(-c3ccc(OCc4c(CO)noc4C(C)C)cc3)ccc2n1, c1ccc(P(c2ccccc2)c2ccccc2)cc1. Yields the product COC(=O)c1ccc2cc(-c3ccc(OCc4c(CN(C(=O)C(F)(F)F)c5c(Cl)cccc5Cl)noc4C(C)C)cc3)ccc2n1. RXN SMILES: [Cl:33][c:34]1[c:35]([NH:41][C:42]([C:43]([F:44])([F:45])[F:46])=[O:47])[c:36]([Cl:40])[cH:37][cH:38][cH:39]1.[Cl:83][CH2:84][Cl:85].[N:67]([C:68]([O:69][C:70]([CH3:71])([CH3:72])[CH3:73])=[O:74])=[N:75][C:76]([O:77][C:78]([CH3:79])([CH3:80])[CH3:81])=[O:82].[OH:1][CH2:2][c:3]1[n:4][o:5][c:6]([CH:30]([CH3:31])[CH3:32])[c:7]1[CH2:8][O:9][c:10]1[cH:11][cH:12][c:13](-[c:16]2[cH:17][c:18]3[cH:19][cH:20][c:21]([C:26](=[O:27])[O:28][CH3:29])[n:22][c:23]3[cH:24][cH:25]2)[cH:14][cH:15]1.[c:48]1([P:49]([c:50]2[cH:51][cH:52][cH:53][cH:54][cH:55]2)[c:56]2[cH:57][cH:58][cH:59][cH:60][cH:61]2)[cH:62][cH:63][cH:64][cH:65][cH:66]1>>[CH2:2]([c:3]1[n:4][o:5][c:6]([CH:30]([CH3:31])[CH3:32])[c:7]1[CH2:8][O:9][c:10]1[cH:11][cH:12][c:13](-[c:16]2[cH:17][c:18]3[cH:19][cH:20][c:21]([C:26](=[O:27])[O:28][CH3:29])[n:22][c:23]3[cH:24][cH:25]2)[cH:14][cH:15]1)[N:41]([c:35]1[c:34]([Cl:33])[cH:39][cH:38][cH:37][c:36]1[Cl:40])[C:42]([C:43]([F:44])([F:45])[F:46])=[O:47].